This data is from the Open Reaction Database (ORD), a public repository of structured organic reaction records. The task is: describe an organic reaction: reactants, conditions, products, and yield Starting materials: CCO, ClC(Cl)Cl, O=C(Nc1ccccn1)c1nc2ccccc2[nH]1. Product: Cl, O=C(Nc1ccccn1)c1nc2ccccc2[nH]1. Reaction SMILES: [CH2:19]([OH:20])[CH3:21].[CH:22]([Cl:23])([Cl:24])[Cl:25].[n:1]1[c:2]([NH:7][C:8](=[O:9])[c:10]2[nH:11][c:12]3[c:13]([n:14]2)[cH:15][cH:16][cH:17][cH:18]3)[cH:3][cH:4][cH:5][cH:6]1>>[ClH:23].[n:1]1[c:2]([NH:7][C:8](=[O:9])[c:10]2[n:11][c:12]3[c:13]([nH:14]2)[cH:15][cH:16][cH:17][cH:18]3)[cH:3][cH:4][cH:5][cH:6]1. The reactants are [BH4-], CC(=O)O, O=S1(=O)N=Cc2cccc(Cl)c21, [Na+]. The product is O=S1(=O)NCc2cccc(Cl)c21. As a reaction SMILES: [BH4-:13].[CH3:15][C:16](=[O:17])[OH:18].[Cl:1][c:2]1[cH:3][cH:4][cH:5][c:6]2[c:10]1[S:9](=[O:11])(=[O:12])[N:8]=[CH:7]2.[Na+:14]>>[Cl:1][c:2]1[cH:3][cH:4][cH:5][c:6]2[c:10]1[S:9](=[O:11])(=[O:12])[NH:8][CH2:7]2. The reactants are COC1=C(C=CC=C1)B(O)O (2-methoxyphenylboronic acid), BrC=1C=CC=C(C1)Br (3,5-dibromobenzene), C([O-])(O)=O.[Na+] (sodium bicarbonate). The reagents and catalysts are Cl[Pd]([P](C1=CC=CC=C1)(C2=CC=CC=C2)C3=CC=CC=C3)([P](C4=CC=CC=C4)(C5=CC=CC=C5)C6=CC=CC=C6)Cl (bis(triphenylphosphine)palladium(II) dichloride). Solvent: O (water), COCCOC (ethyleneglycol dimethylether). Conditions: time 8 hour. The product is BrC=1C=C(C=CC1)C1=C(C=CC=C1)OC (3′-Bromo-2-methoxybiphenyl). Yield: 190.7%. Reaction SMILES: [CH3:1][O:2][C:3]1[CH:8]=[CH:7][CH:6]=[CH:5][C:4]=1B(O)O.[Br:12][C:13]1[CH:14]=[CH:15][CH:16]=[C:17](Br)[CH:18]=1.C(=O)(O)[O-].[Na+]>COCCOC.O.Cl[Pd](Cl)([P](C1C=CC=CC=1)(C1C=CC=CC=1)C1C=CC=CC=1)[P](C1C=CC=CC=1)(C1C=CC=CC=1)C1C=CC=CC=1>[Br:12][C:13]1[CH:18]=[C:17]([C:4]2[CH:5]=[CH:6][CH:7]=[CH:8][C:3]=2[O:2][CH3:1])[CH:16]=[CH:15][CH:14]=1 |f:2.3,^1:34,53|. Procedure: A mixture of 2-methoxyphenylboronic acid (4.3 g, 28.3 mmol), 3,5-dibromobenzene (20 g, 85.5 mmol, 3 equiv.) and bis(triphenylphosphine)palladium(II) dichloride (100 mg) in ethyleneglycol dimethylether (25 mL) and a solution of sodium bicarbonate (8.2 g, 0.098 mol) in water (140 mL) were kept at reflux under nitrogen with good stirring overnight. After cooling, the reaction mixture was partitioned between ethyl acetate (600 mL) and water (300 mL). The organic phase was washed with water (2×300 mL... Reactants: [OH-].[Na+] (sodium hydroxide), Cl.NO (hydroxylamine hydochloride), NC1=NC=2C=CC=CC2C2=C1N=C(N2CCCC(C)=O)C (5-(4-amino-2-methyl-1H-imidazo[4,5-c]quinolin-1-yl)pentan-2-one). Solvent: O (water), C(C)O (ethanol), O (water). Run at time 30 minute. Product: NC1=NC=2C=CC=CC2C2=C1N=C(N2CCCC(C)=NO)C (5-(4-amino-2-methyl-1H-imidazo[4,5-c]quinolin-1-yl)pentan-2-one oxime). Reaction SMILES: [NH2:1][C:2]1[C:11]2[N:12]=[C:13]([CH3:21])[N:14]([CH2:15][CH2:16][CH2:17][C:18](=O)[CH3:19])[C:10]=2[C:9]2[CH:8]=[CH:7][CH:6]=[CH:5][C:4]=2[N:3]=1.Cl.[NH2:23][OH:24].[OH-].[Na+]>C(O)C.O>[NH2:1][C:2]1[C:11]2[N:12]=[C:13]([CH3:21])[N:14]([CH2:15][CH2:16][CH2:17][C:18](=[N:23][OH:24])[CH3:19])[C:10]=2[C:9]2[CH:8]=[CH:7][CH:6]=[CH:5][C:4]=2[N:3]=1 |f:1.2,3.4|. Procedure details: A solution of 5-(4-amino-2-methyl-1H-imidazo[4,5-c]quinolin-1-yl)pentan-2-one, 2.20 g, 7.80 mmol) in ethanol (50 mL) was heated at reflux, and a solution of hydroxylamine hydochloride (1.08 g, 15.6 mmol) in water (10 mL) was added, followed by a solution of sodium hydroxide (0.94 g, 23.5 mmol) in water (10 mL). After 30 minutes, the reaction mixture was cooled in an ice bath to cause crystallization of the product, which was isolated by filtration and recrystallized from aqueous DMSO to provide ... The reactants are ClCC(CP(OCC)(OCC)=O)C (diethyl 3-chloro-2-methylpropylphosphonate), [K] (potassium), C(C)OC(=O)ONC(OCC)=O (ethyl N-ethoxycarbonyloxycarbamate), CN(C=O)C (N,N-dimethylformamide). Run in C(C)(=O)OCC (ethyl acetate), C(C)(=O)OCC (ethyl acetate), O (water). Reaction conditions: time 3 hour. Product: C(C)OC(=O)N(OC(=O)OCC)CC(CP(OCC)(OCC)=O)C (diethyl 3-(N-ethoxycarbonyl-N-ethoxycarbonyloxyamino)-2-methylpropylphosphonate). Yield: 82.0%. RXN SMILES: Cl[CH2:2][CH:3]([CH3:13])[CH2:4][P:5](=[O:12])([O:9][CH2:10][CH3:11])[O:6][CH2:7][CH3:8].[K].[CH2:15]([O:17][C:18]([O:20][NH:21][C:22](=[O:26])[O:23][CH2:24][CH3:25])=[O:19])[CH3:16].CN(C)C=O>C(OCC)(=O)C.O>[CH2:24]([O:23][C:22]([N:21]([CH2:2][CH:3]([CH3:13])[CH2:4][P:5](=[O:12])([O:9][CH2:10][CH3:11])[O:6][CH2:7][CH3:8])[O:20][C:18]([O:17][CH2:15][CH3:16])=[O:19])=[O:26])[CH3:25] |^1:13|. Procedure: A mixture of diethyl 3-chloro-2-methylpropylphosphonate (22.8 g.), potassium salt of ethyl N-ethoxycarbonyloxycarbamate (21.5 g.) and dry N,N-dimethylformamide (114 ml.) was stirred at 80°-85° C. for 3 hours and then concentrated under reduced pressure to give an oily residue, to which was added a mixture of water (100 ml.) and ethyl acetate (100 ml.) The ethyl acetate layer was separated and the resultant aqueous layer was saturated with sodium chloride and extracted again with ethyl acetate (5...